This data is from the Open Reaction Database (ORD), a public repository of structured organic reaction records. The task is: describe an organic reaction: reactants, conditions, products, and yield Starting materials: C(C)(=O)O[C@@H]1[C@]2(C)[C@@H](CC1N1CCCCC1)[C@@H]1CC[C@H]3C[C@H](C(C[C@]3(C)[C@H]1CC2)=O)C (17β-Acetyloxy-3β-methyl-16-(1-piperidinyl)-5α-androstan-2-one), N1CCCCC1 (piperidine). Solvent: C(=O)O (formic acid). The product is C[C@@H]1C[C@@H]2CC[C@H]3[C@@H]4C[C@@H]([C@@H]([C@@]4(C)CC[C@@H]3[C@]2(C[C@@H]1N1CCCCC1)C)O)N1CCCCC1 (3β-methyl-2β,16β-di-(1-piperidinyl)-5α-androstan-17β-ol). As a reaction SMILES: C([O:4][C@H:5]1[CH:10]([N:11]2[CH2:16][CH2:15][CH2:14][CH2:13][CH2:12]2)[CH2:9][C@H:8]2[C@H:17]3[C@H:27]([CH2:28][CH2:29][C@:6]12[CH3:7])[C@:25]1([CH3:26])[C@H:20]([CH2:21][C@@H:22]([CH3:31])[C:23](=O)[CH2:24]1)[CH2:19][CH2:18]3)(=O)C.[NH:32]1[CH2:37][CH2:36][CH2:35][CH2:34][CH2:33]1>C(O)=O>[CH3:31][C@H:22]1[C@@H:23]([N:32]2[CH2:37][CH2:36][CH2:35][CH2:34][CH2:33]2)[CH2:24][C@@:25]2([CH3:26])[C@@H:20]([CH2:19][CH2:18][C@@H:17]3[C@@H:27]2[CH2:28][CH2:29][C@@:6]2([CH3:7])[C@H:8]3[CH2:9][C@H:10]([N:11]3[CH2:16][CH2:15][CH2:14][CH2:13][CH2:12]3)[C@@H:5]2[OH:4])[CH2:21]1. Reported procedure: 17β-Acetyloxy-3β-methyl-16-(1-piperidinyl)-5α-androstan-2-one was treated with piperidine and formic acid, as described in Example I(h), to give 3β-methyl-2β,16β-di-(1-piperidinyl)-5α-androstan-17β-ol. Starting materials: ice water, C([O-])([O-])=O.[K+].[K+] (Potassium carbonate), ClC=1C=CC(=C(C(=O)O)C1)[N+](=O)[O-] (5-chloro-2-nitro benzoic acid), S(=O)(=O)(OC)OC (Dimethyl sulphate). The solvent is CC(=O)C (acetone). Product: ClC=1C=CC(=C(C(=O)OC)C1)[N+](=O)[O-] (methyl 5-chloro-2-nitrobenzoate). The yield is 99.9%. Reaction SMILES: [C:1](=O)([O-])[O-].[K+].[K+].[Cl:7][C:8]1[CH:9]=[CH:10][C:11]([N+:17]([O-:19])=[O:18])=[C:12]([CH:16]=1)[C:13]([OH:15])=[O:14].S(OC)(OC)(=O)=O>CC(C)=O>[Cl:7][C:8]1[CH:9]=[CH:10][C:11]([N+:17]([O-:19])=[O:18])=[C:12]([CH:16]=1)[C:13]([O:15][CH3:1])=[O:14] |f:0.1.2|. Procedure: Potassium carbonate (515 gm) was added to a solution of 5-chloro-2-nitro benzoic acid (500 gm) in acetone (2750 ml) at room temperature. Dimethyl sulphate (306.5 gm) was added to the reaction mixture slowly and heated to reflux for 30 minutes. The reaction mass was filtered and then concentrated to obtain a residual mass. The residual mass was poured to the ice water and extracted with methylene chloride. The solvent was distilled off under reduced pressure to obtain a residual solid of methyl 5... Starting materials: IC1(N=NC2=CC=C(C=C12)N(C(=O)OC(C)(C)C)S(=O)(=O)C=1SC=CC1)C(=O)OC(C)(C)C (tert-Butyl 3-iodo-5-(N-tert-butoxycarbonyl-2-thiophenesulfonylamino)-indazolecarboxylate), C(=O)(OC(C)(C)C)OC(=O)OC(C)(C)C (di-tert-butyl dicarbonate), NC=1C=C2C(=NNC2=CC1)I (5-amino-3-iodo-1H-indazole), S1C(=CC=C1)S(=O)(=O)Cl (thiophene-2-sulfonyl chloride). Product: N1C(=CC2=CC=CC=C12)C1=NNC2=CC=C(C=C12)NS(=O)(=O)C=1SC=CC1 ({N-[3-(1H-indol-2-yl)-1H-indazol-5-yl]}thiophene-2-sulfonamide). As a reaction SMILES: I[C:2]1([C:27](OC(C)(C)C)=O)[C:10]2[C:5](=[CH:6][CH:7]=[C:8]([N:11]([S:19]([C:22]3[S:23][CH:24]=[CH:25][CH:26]=3)(=[O:21])=[O:20])C(OC(C)(C)C)=O)[CH:9]=2)[N:4]=[N:3]1.N[C:35]1[CH:36]=[C:37]2[C:41](=[CH:42][CH:43]=1)[NH:40]N=[C:38]2I.S1C=CC=C1S(Cl)(=O)=O.C(OC(OC(C)(C)C)=O)(OC(C)(C)C)=O>>[NH:40]1[C:41]2[C:37](=[CH:36][CH:35]=[CH:43][CH:42]=2)[CH:38]=[C:27]1[C:2]1[C:10]2[C:5](=[CH:6][CH:7]=[C:8]([NH:11][S:19]([C:22]3[S:23][CH:24]=[CH:25][CH:26]=3)(=[O:20])=[O:21])[CH:9]=2)[NH:4][N:3]=1. Procedure details: tert-Butyl 3-iodo-5-(N-tert-butoxycarbonyl-2-thiophenesulfonylamino)-indazolecarboxylate can be prepared as described in Example 85 using 2 g of 5-amino-3-iodo-1H-indazole and 1.61 g of thiophene-2-sulfonyl chloride. The intermediate crude is purified by flash chromatography (98/2 by volume dichloromethane/methanol), resulting in 2.30 g of an orangey solid, which is then treated with 3.71 g of di-tert-butyl dicarbonate according to the procedure. After purification by flash chromatography (eluen... Starting materials: BrCCBr, CN(C)C=O, CN(C)C=O, [H-], O=C1Nc2cccc3c2C1CCC3, [Na+], O. Yields the product O=C1C2CCCc3cccc(c32)N1CCBr. Reaction SMILES: [Br:16][CH2:17][CH2:18][Br:19].[CH3:21][N:22]([CH3:23])[CH:24]=[O:25].[CH3:26][N:27]([CH3:28])[CH:29]=[O:30].[H-:14].[NH:1]1[C:2](=[O:13])[CH:3]2[c:4]3[c:5]([cH:6][cH:7][cH:8][c:9]31)[CH2:10][CH2:11][CH2:12]2.[Na+:15].[OH2:20]>>[N:1]1([CH2:18][CH2:17][Br:16])[C:2](=[O:13])[CH:3]2[c:4]3[c:5]([cH:6][cH:7][cH:8][c:9]31)[CH2:10][CH2:11][CH2:12]2.